The task is: describe an organic reaction: reactants, conditions, products, and yield. This data is from the Open Reaction Database (ORD), a public repository of structured organic reaction records. Reactants: C(CCC)[Sn](CCCC)CCCC (tributyltin), ClC1=C2C(=NC=C1)C=C(S2)C=2SC=CN2 (7-Chloro-2-(thiazol-2-yl)thieno[3,2-b]pyridine), BrC=1N(C=CN1)C (2-bromo-1-methyl-1H-imidazole). Yields the product ClC1=C2C(=NC=C1)C=C(S2)C=2N(C=CN2)C (7-Chloro-2-(1-methyl-1H-imidazol-2-yl)thieno[3,2-b]pyridine). Yield: 95.0%. Reaction SMILES: C([Sn](CCCC)CCCC)CCC.[Cl:14][C:15]1[CH:20]=[CH:19][N:18]=[C:17]2[CH:21]=[C:22]([C:24]3S[CH:26]=[CH:27][N:28]=3)[S:23][C:16]=12.Br[C:30]1[N:31](C)C=CN=1>>[Cl:14][C:15]1[CH:20]=[CH:19][N:18]=[C:17]2[CH:21]=[C:22]([C:24]3[N:31]([CH3:30])[CH:26]=[CH:27][N:28]=3)[S:23][C:16]=12 |^1:1|. Procedure details: Starting from tributyltin compound 98 (scheme 19) and following the procedure described above for the synthesis of compound 10 (scheme 2, step 2, example 12) but replacing 2-bromothiazole with 2-bromo-1-methyl-1H-imidazole, title compound 214 was obtained in 95% yield. MS (m/z) 250.1 (100%), 252.1 (37%), (M+H). Reactants: C(C)(C)(C)OC(C(C)(C)SC=1SC=C(N1)CCOC1=CC=C(C=C1)O)=O (2-({4-[2-(4-hydroxyphenoxy)ethyl]-1,3-thiazol-2-yl}thio)-2-methylpropionic acid tert-butyl ester), ClC1=CC=C(CBr)C=C1 (4-chlorobenzylbromide), C([O-])([O-])=O.[K+].[K+] (potassium carbonate). The solvent is CC(=O)C (acetone). Yields the product C(C)(C)(C)OC(C(C)(C)SC=1SC=C(N1)CCOC1=CC=C(C=C1)OCC1=CC=C(C=C1)Cl)=O (2-{[4-(2-{4-[(4-chlorobenzyl)oxy]phenoxy}ethyl)-1,3-thiazol-2-yl]thio}-2-methylpropionic acid tert-butyl ester). The yield is 53.2%. Reaction SMILES: [C:1]([O:5][C:6](=[O:26])[C:7]([S:10][C:11]1[S:12][CH:13]=[C:14]([CH2:16][CH2:17][O:18][C:19]2[CH:24]=[CH:23][C:22]([OH:25])=[CH:21][CH:20]=2)[N:15]=1)([CH3:9])[CH3:8])([CH3:4])([CH3:3])[CH3:2].[Cl:27][C:28]1[CH:35]=[CH:34][C:31]([CH2:32]Br)=[CH:30][CH:29]=1.C(=O)([O-])[O-].[K+].[K+]>CC(C)=O>[C:1]([O:5][C:6](=[O:26])[C:7]([S:10][C:11]1[S:12][CH:13]=[C:14]([CH2:16][CH2:17][O:18][C:19]2[CH:20]=[CH:21][C:22]([O:25][CH2:32][C:31]3[CH:34]=[CH:35][C:28]([Cl:27])=[CH:29][CH:30]=3)=[CH:23][CH:24]=2)[N:15]=1)([CH3:9])[CH3:8])([CH3:2])([CH3:3])[CH3:4] |f:2.3.4|. Procedure details: 2-({4-[2-(4-Hydroxyphenoxy)ethyl]-1,3-thiazol-2-yl}thio)-2-methylpropionic acid tert-butyl ester (600 mg) obtained in Example 50-2 and 4-chlorobenzylbromide (312 mg) were dissolved in acetone (10 mL), potassium carbonate (210 mg) was added, and the mixture was refluxed for 6 hr. The reaction mixture was concentrated under reduced pressure, water was added, and the mixture was extracted with ethyl acetate. The organic layer was washed with saturated brine and dried over anhydrous sodium sulfate. ... Starting materials: CCCCO, OC1CCN(c2nc(Cl)cc(-c3ccccc3)n2)CC1, COc1ccc(N)cc1Cl. The product is COc1ccc(Nc2cc(-c3ccccc3)nc(N3CCC(O)CC3)n2)cc1Cl. As a reaction SMILES: [CH2:31]([OH:32])[CH2:33][CH2:34][CH3:35].[Cl:1][c:2]1[n:3][c:4]([N:14]2[CH2:15][CH2:16][CH:17]([OH:20])[CH2:18][CH2:19]2)[n:5][c:6](-[c:8]2[cH:9][cH:10][cH:11][cH:12][cH:13]2)[cH:7]1.[Cl:21][c:22]1[cH:23][c:24]([NH2:25])[cH:26][cH:27][c:28]1[O:29][CH3:30]>>[c:2]1([NH:25][c:24]2[cH:23][c:22]([Cl:21])[c:28]([O:29][CH3:30])[cH:27][cH:26]2)[n:3][c:4]([N:14]2[CH2:15][CH2:16][CH:17]([OH:20])[CH2:18][CH2:19]2)[n:5][c:6](-[c:8]2[cH:9][cH:10][cH:11][cH:12][cH:13]2)[cH:7]1. Starting materials: Cc1[nH]c2ccccc2c1CCCC(=O)O, CN(C)C=O, CCOC(C)=O, Cl, [H-], O=C(Oc1ccccc1)c1cccc([N+](=O)[O-])c1, [Na+], C1CCOC1. The product is Cc1c(CCCC(=O)O)c2ccccc2n1C(=O)c1cccc([N+](=O)[O-])c1. RXN SMILES: [CH3:1][c:2]1[nH:3][c:4]2[cH:5][cH:6][cH:7][cH:8][c:9]2[c:10]1[CH2:11][CH2:12][CH2:13][C:14](=[O:15])[OH:16].[CH3:38][N:39]([CH3:40])[CH:41]=[O:42].[CH3:48][CH2:49][O:50][C:51](=[O:52])[CH3:53].[ClH:37].[H-:17].[N+:19](=[O:20])([O-:21])[c:22]1[cH:23][c:24]([C:25](=[O:26])[O:27][c:28]2[cH:29][cH:30][cH:31][cH:32][cH:33]2)[cH:34][cH:35][cH:36]1.[Na+:18].[O:43]1[CH2:44][CH2:45][CH2:46][CH2:47]1>>[CH3:1][c:2]1[n:3]([C:25]([c:24]2[cH:23][c:22]([N+:19](=[O:20])[O-:21])[cH:36][cH:35][cH:34]2)=[O:26])[c:4]2[cH:5][cH:6][cH:7][cH:8][c:9]2[c:10]1[CH2:11][CH2:12][CH2:13][C:14](=[O:15])[OH:16]. Reactants: BrC1=C(C(=C(C=C1)B(O)O)F)F ((4-bromo-2,3-difluorophenyl)boronic acid), BrC=1C=NC(=NC1)N (5-bromopyrimidin-2-amine). The solvent is ClC1=CC(=C(C=C1)C=1N=CC(=NC1)N)F (5-(4-chloro-2-fluorophenyl)pyrazin-2-amine). Yields the product BrC1=C(C(=C(C=C1)C=1C=NC(=NC1)N)F)F (5-(4-Bromo-2,3-difluorophenyl)pyrimidin-2-amine). RXN SMILES: [Br:1][C:2]1[CH:7]=[CH:6][C:5](B(O)O)=[C:4]([F:11])[C:3]=1[F:12].Br[C:14]1[CH:15]=[N:16][C:17]([NH2:20])=[N:18][CH:19]=1>ClC1C=CC(C2N=CC(N)=NC=2)=C(F)C=1>[Br:1][C:2]1[CH:7]=[CH:6][C:5]([C:14]2[CH:15]=[N:16][C:17]([NH2:20])=[N:18][CH:19]=2)=[C:4]([F:11])[C:3]=1[F:12]. Procedure: The title compound was prepared using analogous conditions to those described in 5-(4-chloro-2-fluorophenyl)pyrazin-2-amine using (4-bromo-2,3-difluorophenyl)boronic acid and 5-bromopyrimidin-2-amine. MS (ESI): mass calcd. for C10H6BrF2N3, 284.97; m/z found, 286.0 [M+H]+. Reactants: CN(C)C=O, Cc1ncsc1C(=O)O, CN1CCCC1=O, O=C(Cl)C(=O)Cl, Nc1cc(Oc2ccc3nc(NC(=O)C4CC4)cn3n2)ccc1F, C1CCOC1. Product: Cc1ncsc1C(=O)Nc1cc(Oc2ccc3nc(NC(=O)C4CC4)cn3n2)ccc1F. Reaction SMILES: [CH3:10][N:11]([CH3:12])[CH:13]=[O:14].[CH3:1][c:2]1[n:3][cH:4][s:5][c:6]1[C:7](=[O:8])[OH:9].[CH3:45][N:46]1[CH2:47][CH2:48][CH2:49][C:50]1=[O:51].[Cl:15][C:16]([C:17]([Cl:18])=[O:19])=[O:20].[NH2:21][c:22]1[cH:23][c:24]([O:25][c:26]2[cH:27][cH:28][c:29]3[n:30]([n:31]2)[cH:32][c:33]([NH:35][C:36](=[O:37])[CH:38]2[CH2:39][CH2:40]2)[n:34]3)[cH:41][cH:42][c:43]1[F:44].[O:52]1[CH2:53][CH2:54][CH2:55][CH2:56]1>>[CH3:1][c:2]1[n:3][cH:4][s:5][c:6]1[C:7](=[O:9])[NH:21][c:22]1[cH:23][c:24]([O:25][c:26]2[cH:27][cH:28][c:29]3[n:30]([n:31]2)[cH:32][c:33]([NH:35][C:36](=[O:37])[CH:38]2[CH2:39][CH2:40]2)[n:34]3)[cH:41][cH:42][c:43]1[F:44].